From a dataset of the Open Reaction Database (ORD), a public repository of structured organic reaction records. describe an organic reaction: reactants, conditions, products, and yield Reactants: Intermediate 44, FC(C(=O)O)(F)F.C[C@@H](CCC)NC1=NC(=C2N=C(N=C2N1)OC)N (N2-[(1S)-1-methylbutyl]-8-(methyloxy)-3H-purine-2,6-diamine trifluoroacetate), BrCCCCCl (1-bromo-4-chlorobutane). Yields the product ClCCCCN1C2=NC(=NC(=C2N=C1OC)N)N[C@H](CCC)C (9-(4-Chlorobutyl)-N2-[(1S)-1-methylbutyl]-8-(methyloxy)-9H-purine-2,6-diamine). RXN SMILES: FC(F)(F)C(O)=O.[CH3:8][C@H:9]([NH:13][C:14]1[NH:22][C:21]2[C:17]([N:18]=[C:19]([O:23][CH3:24])[N:20]=2)=[C:16]([NH2:25])[N:15]=1)[CH2:10][CH2:11][CH3:12].Br[CH2:27][CH2:28][CH2:29][CH2:30][Cl:31]>>[Cl:31][CH2:30][CH2:29][CH2:28][CH2:27][N:20]1[C:19]([O:23][CH3:24])=[N:18][C:17]2[C:21]1=[N:22][C:14]([NH:13][C@@H:9]([CH3:8])[CH2:10][CH2:11][CH3:12])=[N:15][C:16]=2[NH2:25] |f:0.1|. Procedure: Prepared similarly to Intermediate 44 from N2-[(1S)-1-methylbutyl]-8-(methyloxy)-3H-purine-2,6-diamine trifluoroacetate and 1-bromo-4-chlorobutane. The reactants are O=C(O)C(=O)O, CN(C)CCCC(O)(c1ccc(F)cc1)c1ccc(C#N)cc1CO, CS(C)=O, CC(C)=O, O=[N+]([O-])c1cc(Cl)ccc1Cl, [K+], [K+], O=C([O-])[O-], O, O, O. The product is O=C([O-])C(=O)[O-], CN(C)CCCC1(c2ccc(F)cc2)OCc2cc(C#N)ccc21. As a reaction SMILES: [C:45]([C:46](=[O:47])[OH:48])(=[O:49])[OH:50].[CH3:1][N:2]([CH2:3][CH2:4][CH2:5][C:6]([OH:7])([c:8]1[cH:9][cH:10][c:11]([F:14])[cH:12][cH:13]1)[c:15]1[c:16]([CH2:23][OH:24])[cH:17][c:18]([C:19]#[N:20])[cH:21][cH:22]1)[CH3:25].[CH3:51][S:52]([CH3:53])=[O:54].[CH3:55][C:56](=[O:57])[CH3:58].[Cl:32][c:33]1[cH:34][cH:35][c:36]([Cl:37])[cH:38][c:39]1[N+:40]([O-:41])=[O:42].[K+:26].[K+:27].[O-:28][C:29]([O-:30])=[O:31].[OH2:43].[OH2:44].[OH2:59]>>[C:45]([C:46](=[O:47])[O-:48])(=[O:49])[O-:50].[CH3:1][N:2]([CH2:3][CH2:4][CH2:5][C:6]1([c:8]2[cH:9][cH:10][c:11]([F:14])[cH:12][cH:13]2)[O:7][CH2:23][c:16]2[c:15]1[cH:22][cH:21][c:18]([C:19]#[N:20])[cH:17]2)[CH3:25].